From a dataset of the Open Reaction Database (ORD), a public repository of structured organic reaction records. describe an organic reaction: reactants, conditions, products, and yield The reactants are C(C)OC(=O)C=1C=NN(C1)CC(=O)O ([4-(ethoxycarbonyl)-1H-pyrazol-1-yl]acetic acid), N,N′-carbonyldiimidazole, Cl.FC(C=1C=C(C(=O)NN)C=CC1)(F)F (3-(Trifluoromethyl)benzohydrazide hydrochloride), C(Br)(Br)(Br)Br (carbon tetrabromide), C1(=CC=CC=C1)P(C1=CC=CC=C1)C1=CC=CC=C1 (triphenylphosphine). The solvent is ClCCl (dichloromethane). Conditions: time 30 minute. Product: FC(C=1C=C(C=CC1)C1=NN=C(O1)CN1N=CC(=C1)C(=O)OCC)(F)F (ethyl 1-({5-[3-(trifluoromethyl)phenyl]-1,3,4-oxadiazol-2-yl}methyl)-1H-pyrazole-4-carboxylate). Isolated yield 35.0%. As a reaction SMILES: [CH2:1]([O:3][C:4]([C:6]1[CH:7]=[N:8][N:9]([CH2:11][C:12]([OH:14])=O)[CH:10]=1)=[O:5])[CH3:2].Cl.[F:16][C:17]([F:29])([F:28])[C:18]1[CH:19]=[C:20]([CH:25]=[CH:26][CH:27]=1)[C:21]([NH:23][NH2:24])=O.C(Br)(Br)(Br)Br.C1(P(C2C=CC=CC=2)C2C=CC=CC=2)C=CC=CC=1>ClCCl>[F:16][C:17]([F:28])([F:29])[C:18]1[CH:19]=[C:20]([C:21]2[O:14][C:12]([CH2:11][N:9]3[CH:10]=[C:6]([C:4]([O:3][CH2:1][CH3:2])=[O:5])[CH:7]=[N:8]3)=[N:24][N:23]=2)[CH:25]=[CH:26][CH:27]=1 |f:1.2|. Reported procedure: A solution of the compound (1.0 g) obtained in Example 115b in dichloromethane (15 ml) was cooled in an ice bath, N,N′-carbonyldiimidazole (0.81 g) was added and the mixture was stirred for 30 min. 3-(Trifluoromethyl)benzohydrazide hydrochloride (1.2 g) was added, and the mixture was stirred at the same temperature for 45 min. Then, carbon tetrabromide (3.32 g) and triphenylphosphine (2.6 g) were added, and the mixture was further stirred at the same temperature for 2 hr. The solvent was evapora...